Dataset: the Open Reaction Database (ORD), a public repository of structured organic reaction records. Task: describe an organic reaction: reactants, conditions, products, and yield Reactants: CC1=CC=C(C=C1)S(=O)(=O)OC[C@@H]1OC2=C(C=C(C=C2CC1)F)C1=C(C=CC=C1)C1=CC=CC=C1 (((2R)-8-(biphenyl-2-yl)-6-fluorochroman-2-yl)methyl 4-methylbenzenesulfonate), [N-]=[N+]=[N-].[Na+] (sodium azide). The solvent is CS(=O)C (DMSO). The yield is 88.9%. As a reaction SMILES: CC1C=CC(S(O[CH2:12][C@H:13]2[CH2:22][CH2:21][C:20]3[C:15](=[C:16]([C:24]4[CH:29]=[CH:28][CH:27]=[CH:26][C:25]=4[C:30]4[CH:35]=[CH:34][CH:33]=[CH:32][CH:31]=4)[CH:17]=[C:18]([F:23])[CH:19]=3)[O:14]2)(=O)=O)=CC=1.[N-:36]=[N+:37]=[N-:38].[Na+]>CS(C)=O>[N:36]([CH2:12][C@H:13]1[CH2:22][CH2:21][C:20]2[C:15](=[C:16]([C:24]3[CH:29]=[CH:28][CH:27]=[CH:26][C:25]=3[C:30]3[CH:35]=[CH:34][CH:33]=[CH:32][CH:31]=3)[CH:17]=[C:18]([F:23])[CH:19]=2)[O:14]1)=[N+:37]=[N-:38] |f:1.2|. Procedure details: Treatment of ((2R)-8-(biphenyl-2-yl)-6-fluorochroman-2-yl)methyl 4-methylbenzenesulfonate (1.30 g, 2.66 mmol) with sodium azide (1.04 g, 15.96 mmol) in DMSO (30 mL) according to the procedure described for Example 69, Step 9 provided 0.85 g (89%) of (2R)-2-(azidomethyl)-8-(biphenyl-2-yl)-6-fluorochroman as a pale yellow oil. The product is N(=[N+]=[N-])C[C@@H]1OC2=C(C=C(C=C2CC1)F)C1=C(C=CC=C1)C1=CC=CC=C1 ((2R)-2-(azidomethyl)-8-(biphenyl-2-yl)-6-fluorochroman). The reactants are [H-].[Na+] (sodium hydride), [Cl-].[NH4+] (ammonium chloride), ClC1=NC=NC(=C1)Cl (4,6-dichloropyrimidine), C(C)(C)O (isopropyl alcohol). The solvent is O1CCCC1 (tetrahydrofuran), O1CCCC1 (tetrahydrofuran), O1CCCC1 (tetrahydrofuran). Conditions: time 10 minute. Product: ClC1=NC=NC(=C1)OC(C)C (4-chloro-6-isopropyloxypyrimidine). RXN SMILES: [H-].[Na+].[CH:3]([OH:6])([CH3:5])[CH3:4].[Cl:7][C:8]1[CH:13]=[C:12](Cl)[N:11]=[CH:10][N:9]=1.[Cl-].[NH4+]>O1CCCC1>[Cl:7][C:8]1[CH:13]=[C:12]([O:6][CH:3]([CH3:5])[CH3:4])[N:11]=[CH:10][N:9]=1 |f:0.1,4.5|. Procedure details: In 3.5 ml of tetrahydrofuran was suspended 0.11 g of sodium hydride (60% in oil), to which 0.5 ml of tetrahydrofuran containing 0.12 g of isopropyl alcohol dissolved therein was added dropwise at 0° C., followed by stirring for 10 minutes. To this was added dropwise 0.5 ml of tetrahydrofuran containing 0.3 g of 4,6-dichloropyrimidine dissolved therein, followed by stirring at 0° C. for 2 hours. The reaction mixture was then poured into a saturated aqueous ammonium chloride solution, which was ex... Starting materials: C(C)(=O)O[C@H]1[C@@H](O[C@@H]([C@H]([C@@H]1OC(C)=O)OC(C)=O)COC(C)=O)C1=CC(=C(C=C1)Cl)CC=1SC(=CC1)C1=CC=C(C=C1)C#N (1-(2,3,4,6-Tetra-O-acetyl-β-D-glucopyranosyl)-4-chloro-3-(5-(4-cyanophenyl)-2-thienylmethyl)benzene), O (water), [OH-].[Na+] (sodium hydroxide), OO (hydrogen peroxide). Run in C(C)O (ethanol). Reaction conditions: time 10 minute. Yields the product [C@@H]1([C@H](O)[C@@H](O)[C@H](O)[C@H](O1)CO)C1=CC(=C(C=C1)Cl)CC=1SC(=CC1)C1=CC=C(C=C1)C(N)=O (1-(β-D-glucopyranosyl)-3-(5-(4-carbamoylphenyl)-2-thienylmethyl)-4-chlorobenzene). RXN SMILES: C([O:4][C@@H:5]1[C@@H:10]([O:11]C(=O)C)[C@H:9]([O:15]C(=O)C)[C@@H:8]([CH2:19][O:20]C(=O)C)[O:7][C@H:6]1[C:24]1[CH:29]=[CH:28][C:27]([Cl:30])=[C:26]([CH2:31][C:32]2[S:33][C:34]([C:37]3[CH:42]=[CH:41][C:40]([C:43]#[N:44])=[CH:39][CH:38]=3)=[CH:35][CH:36]=2)[CH:25]=1)(=O)C.[OH-:45].[Na+].OO.O>C(O)C>[C@@H:6]1([C:24]2[CH:29]=[CH:28][C:27]([Cl:30])=[C:26]([CH2:31][C:32]3[S:33][C:34]([C:37]4[CH:42]=[CH:41][C:40]([C:43](=[O:45])[NH2:44])=[CH:39][CH:38]=4)=[CH:35][CH:36]=3)[CH:25]=2)[O:7][C@H:8]([CH2:19][OH:20])[C@@H:9]([OH:15])[C@H:10]([OH:11])[C@H:5]1[OH:4] |f:1.2|. Procedure: 1-(2,3,4,6-Tetra-O-acetyl-β-D-glucopyranosyl)-4-chloro-3-(5-(4-cyanophenyl)-2-thienylmethyl)benzene (282 mg) obtained in Example 191-(1) was suspended in ethanol (5 ml) and added thereto was a 6N aqueous sodium hydroxide solution (0.37 ml). The mixture was stirred at room temperature for 10 minutes. To the mixture was added a 30% aqueous hydrogen peroxide solution (0.2 ml), and the mixture was stirred at room temperature for 1.5 hours and at 45° C. for 3 hours. To the mixture was added water (20...